Dataset: the Open Reaction Database (ORD), a public repository of structured organic reaction records. Task: describe an organic reaction: reactants, conditions, products, and yield Reactants: C(C)(=O)OCC (ethyl acetate), [OH-].[Na+] (sodium hydroxide), BrCC(=O)OCC (ethyl bromoacetate), SCCSCCS (bis(2-mercaptoethyl)sulfide). The solvent is C(C)C(=O)C (methyl ethyl ketone). Run at temperature 5 celsius, time 1 hour. Yields the product C(C)OC(=O)CSCCSCCSCC(=O)OCC (bis(2-ethyloxycarbonylmethylthioethyl) sulfide). Reaction SMILES: [SH:1][CH2:2][CH2:3][S:4][CH2:5][CH2:6][SH:7].[OH-].[Na+].Br[CH2:11][C:12]([O:14][CH2:15][CH3:16])=[O:13].[C:17]([O:20][CH2:21][CH3:22])(=[O:19])[CH3:18]>C(C(C)=O)C>[CH2:15]([O:14][C:12]([CH2:11][S:1][CH2:2][CH2:3][S:4][CH2:5][CH2:6][S:7][CH2:18][C:17]([O:20][CH2:21][CH3:22])=[O:19])=[O:13])[CH3:16] |f:1.2|. Procedure: In 360 ml of methyl ethyl ketone was dissolved 27.8 g of bis(2-mercaptoethyl)sulfide, and the solution was then cooled to 5° C. Next, 32 g of a 45% aqueous sodium hydroxide solution was added dropwise thereto, followed by vigorous stirring. To this solution, 60 g of ethyl bromoacetate was added dropwise, and reaction was then carried out at room temperature for 1 hour. Afterward, 200 ml of ethyl acetate was added thereto, and the solution was washed with 50 ml of an aqueous saturated ammonium ch... The reactants are C(C)(C)(C)OC(=O)N1CCC(CC1)O (1-N-t-butyloxycarbonyl-4-hydroxypiperidine), O (water), [H-].[Na+] (sodium hydride), BrCCCCCBr (1,5-dibromopentane). Solvent: CN(C=O)C (dimethylformamide). The product is BrCCCCCOC1CCN(CC1)C(=O)OC(C)(C)C (4-(5-bromopentyloxy)-1-N-t-butoxycarbonylpiperidine). RXN SMILES: [C:1]([O:5][C:6]([N:8]1[CH2:13][CH2:12][CH:11]([OH:14])[CH2:10][CH2:9]1)=[O:7])([CH3:4])([CH3:3])[CH3:2].[H-].[Na+].[Br:17][CH2:18][CH2:19][CH2:20][CH2:21][CH2:22]Br.O>CN(C)C=O>[Br:17][CH2:18][CH2:19][CH2:20][CH2:21][CH2:22][O:14][CH:11]1[CH2:12][CH2:13][N:8]([C:6]([O:5][C:1]([CH3:4])([CH3:2])[CH3:3])=[O:7])[CH2:9][CH2:10]1 |f:1.2|. Procedure: To a solution of 1-N-t-butyloxycarbonyl-4-hydroxypiperidine (5.0 g) in dimethylformamide (DMF) (25 ml) was portionwise added sodium hydride (60% in oil) (1.29 g) with stirring under ice-cooling. The mixture was successively stirred at ambient temperature for 30 minutes, stirred at 60° C. for 1 hour and cooled with an ice bath. To the reaction mixture was added 1,5-dibromopentane (6.72 ml), and the mixture was stirred at ambient temperature for 3 hours. The reaction solution was poured into water... The reactants are C(#N)C=1C=NN2C1NC(C1=CC=CC=C21)=O (3-cyano-4H-pyrazolo[1,5-a]quinazolin-5-one), [H][H] (hydrogen). Reagents/catalysts: [Ni] (Raney nickel). Run in N (ammonia), CO (methanol), CO (methanol). Yields the product NCC=1C=NN2C1NC(C1=CC=CC=C21)=O (3-aminomethyl-4H-pyrazolo[1,5-a]quinazolin-5-one). Reaction SMILES: [C:1]([C:3]1[CH:4]=[N:5][N:6]2[C:15]3[C:10](=[CH:11][CH:12]=[CH:13][CH:14]=3)[C:9](=[O:16])[NH:8][C:7]=12)#[N:2].[H][H]>N.CO.[Ni]>[NH2:2][CH2:1][C:3]1[CH:4]=[N:5][N:6]2[C:15]3[C:10](=[CH:11][CH:12]=[CH:13][CH:14]=3)[C:9](=[O:16])[NH:8][C:7]=12. Reported procedure: A suspension of 1.5 g of 3-cyano-4H-pyrazolo[1,5-a]quinazolin-5-one in 150 mL of 20% ammonia in methanol was shaken with 15 g of aqueous Raney nickel at ambient temperature under 60 psi of hydrogen for 70 minutes. The suspension was diluted with 150 mL of methanol and warmed to dissolve the precipitated product. Filtration through a nylon membrane and concentration of the filtrate yielded the title compound. MS (ESI) m/z 198 (M+H—NH3)+. Solvent: C(C)#N (acetonitrile). Starting materials: FC(OC1=C(C(=C(C(=C1)C)CCl)C)C)(F)F ((4-trifluoromethoxy-2,3,6-trimethylphenyl)methyl chloride), C1(=CC=CC=C1)P(C1=CC=CC=C1)C1=CC=CC=C1 (triphenylphosphine). Reaction conditions: time 2 hour. Procedure: The crude (4-trifluoromethoxy-2,3,6-trimethylphenyl)methyl chloride, 27.5 g (0.104 mol) of triphenylphosphine and 250 ml of acetonitrile were heated to reflux for 20 hours. The solvent was removed on a rotary evaporator at room temperature and the residue was triturated with 300 ml of ethyl acetate. The resulting solid was filtered, dissolved in 250 ml of hot acetonitrile and treated with 1 liter of ethyl acetate. The mixture was allowed to stand 2 hours; 38 g of (4-trifluoromethoxy-2,3,6-trimet... As a reaction SMILES: [F:1][C:2]([F:16])([F:15])[O:3][C:4]1[CH:9]=[C:8]([CH3:10])[C:7]([CH2:11][Cl:12])=[C:6]([CH3:13])[C:5]=1[CH3:14].[C:17]1([P:23]([C:30]2[CH:35]=[CH:34][CH:33]=[CH:32][CH:31]=2)[C:24]2[CH:29]=[CH:28][CH:27]=[CH:26][CH:25]=2)[CH:22]=[CH:21][CH:20]=[CH:19][CH:18]=1>C(#N)C>[Cl-:12].[F:1][C:2]([F:16])([F:15])[O:3][C:4]1[CH:9]=[C:8]([CH3:10])[C:7]([CH2:11][P+:23]([C:24]2[CH:25]=[CH:26][CH:27]=[CH:28][CH:29]=2)([C:30]2[CH:35]=[CH:34][CH:33]=[CH:32][CH:31]=2)[C:17]2[CH:18]=[CH:19][CH:20]=[CH:21][CH:22]=2)=[C:6]([CH3:13])[C:5]=1[CH3:14] |f:3.4|. The product is [Cl-].FC(OC1=C(C(=C(C(=C1)C)C[P+](C1=CC=CC=C1)(C1=CC=CC=C1)C1=CC=CC=C1)C)C)(F)F ((4-Trifluoromethoxy-2,3,6-trimethylphenyl)methyltriphenylphosphonium Chloride). The reactants are BrC1=CC=C(S1)S(=O)(=O)Cl (5-bromothiophene-2-sulfonyl chloride), NC1=CC(=NO1)C (5-amino-3-methyl isoxazole). Product: CC1=NOC(=C1)NS(=O)(=O)C=1SC(=CC1)Br (N-(3-methyl-5-isoxazolyl)-5-bromothiophene-2-sulfonamide). RXN SMILES: [Br:1][C:2]1[S:6][C:5]([S:7](Cl)(=[O:9])=[O:8])=[CH:4][CH:3]=1.[NH2:11][C:12]1[O:16][N:15]=[C:14]([CH3:17])[CH:13]=1>>[CH3:17][C:14]1[CH:13]=[C:12]([NH:11][S:7]([C:5]2[S:6][C:2]([Br:1])=[CH:3][CH:4]=2)(=[O:9])=[O:8])[O:16][N:15]=1. Procedure: N-(3-methyl-5-isoxazolyl)-5-bromothiophene-2-sulfonamide was prepared in the same manner as described in Example 14 from 5-bromothiophene-2-sulfonyl chloride and 5-amino-3-methyl isoxazole. Purification was achieved by extraction of the crude sulfonamide into aqueous 2N NaOH, washing of the aqueous layer with ethyl acetate and acidification, using concentrated HCl, to pH ~2. Re-extraction into ethyl acetate was followed by washing of the organic material with water, brine and drying over magnesi... Reactants: [Ca+2], [N-]=[N+]=NCCc1ccccc1[N+](=O)[O-], O=C([O-])[O-], c1ccc(P(c2ccccc2)c2ccccc2)cc1, c1ccccc1. Yields the product NCCc1ccccc1[N+](=O)[O-]. RXN SMILES: [Ca+2:20].[N:25](=[N+:26]=[N-:27])[CH2:28][CH2:29][c:30]1[c:31]([N+:36](=[O:37])[O-:38])[cH:32][cH:33][cH:34][cH:35]1.[O-:21][C:22](=[O:23])[O-:24].[c:1]1([P:2]([c:3]2[cH:4][cH:5][cH:6][cH:7][cH:8]2)[c:9]2[cH:10][cH:11][cH:12][cH:13][cH:14]2)[cH:15][cH:16][cH:17][cH:18][cH:19]1.[cH:39]1[cH:40][cH:41][cH:42][cH:43][cH:44]1>>[NH2:25][CH2:28][CH2:29][c:30]1[c:31]([N+:36](=[O:37])[O-:38])[cH:32][cH:33][cH:34][cH:35]1. Starting materials: C1=NC=CC2=CC(=CC=C12)NC(C(CNC(OC(C)(C)C)=O)C1=CC=C(C=C1)OCC(C1=CC=CC=C1)=O)=O (tert-butyl 3-(isoquinolin-6-ylamino)-3-oxo-2-(4-(2-oxo-2-phenylethoxy)phenyl)propylcarbamate), [BH4-].[Na+] (NaBH4), NaHCO3(sat). Solvent: CCO (EtOH). Conditions: time 20 minute. The product is OC(COC1=CC=C(C=C1)C(CNC(OC(C)(C)C)=O)C(=O)NC=1C=C2C=CN=CC2=CC1)C1=CC=CC=C1 (tert-butyl 2-(4-(2-hydroxy-2-phenylethoxy)phenyl)-3-(isoquinolin-6-ylamino)-3-oxopropylcarbamate). As a reaction SMILES: [CH:1]1[C:10]2[C:5](=[CH:6][C:7]([NH:11][C:12](=[O:39])[CH:13]([C:23]3[CH:28]=[CH:27][C:26]([O:29][CH2:30][C:31](=[O:38])[C:32]4[CH:37]=[CH:36][CH:35]=[CH:34][CH:33]=4)=[CH:25][CH:24]=3)[CH2:14][NH:15][C:16](=[O:22])[O:17][C:18]([CH3:21])([CH3:20])[CH3:19])=[CH:8][CH:9]=2)[CH:4]=[CH:3][N:2]=1.[BH4-].[Na+]>CCO>[OH:38][CH:31]([C:32]1[CH:33]=[CH:34][CH:35]=[CH:36][CH:37]=1)[CH2:30][O:29][C:26]1[CH:25]=[CH:24][C:23]([CH:13]([C:12]([NH:11][C:7]2[CH:6]=[C:5]3[C:10](=[CH:9][CH:8]=2)[CH:1]=[N:2][CH:3]=[CH:4]3)=[O:39])[CH2:14][NH:15][C:16](=[O:22])[O:17][C:18]([CH3:21])([CH3:19])[CH3:20])=[CH:28][CH:27]=1 |f:1.2|. Reported procedure: To tert-butyl 3-(isoquinolin-6-ylamino)-3-oxo-2-(4-(2-oxo-2-phenylethoxy)phenyl)propylcarbamate (E275) in EtOH was added NaBH4 and the solution was stirred for 20 min at room temperature. The mixture was then poured into NaHCO3(sat) and extracted with CH2Cl2. The combined organics were dried (Na2SO4), filtered, and evaporated. Column chromatography (SiO2, 5% MeOH/CH2Cl2) gave pure tert-butyl 2-(4-(2-hydroxy-2-phenylethoxy)phenyl)-3-(isoquinolin-6-ylamino)-3-oxopropylcarbamate (E276). Starting materials: FC1=C(CN2N=C(C=3C2=NC(=NC3)C)C=3N=NC(=C(N3)O)C(C(=O)OC)(C)C)C=CC=C1F (methyl 2-{3-[1-(2,3-difluorobenzyl)-6-methyl-1H-pyrazolo[3,4-d]pyrimidin-3-yl]-5-hydroxy-1,2,4-triazin-6-yl}-2-methylpropanoate), P(=O)(Cl)(Cl)Cl (phosphoryl chloride), N (ammonia). Run in C(C)#N (acetonitrile). Reaction conditions: time 2.5 hour. Yields the product FC1=C(CN2N=C(C=3C2=NC(=NC3)C)C=3N=NC2=C(N3)NC(C2(C)C)=O)C=CC=C1F (3-[1-(2,3-Difluorobenzyl)-6-methyl-1H-pyrazolo[3,4-d]pyrimidin-3-yl]-7,7-dimethyl-5,7-dihydro-6H-pyrrolo[2,3-e][1,2,4]triazin-6-one). RXN SMILES: [F:1][C:2]1[C:32]([F:33])=[CH:31][CH:30]=[CH:29][C:3]=1[CH2:4][N:5]1[C:9]2=[N:10][C:11]([CH3:14])=[N:12][CH:13]=[C:8]2[C:7]([C:15]2[N:16]=[N:17][C:18]([C:22]([CH3:28])([CH3:27])[C:23]([O:25]C)=O)=[C:19](O)[N:20]=2)=[N:6]1.P(Cl)(Cl)(Cl)=O.[NH3:39]>C(#N)C>[F:1][C:2]1[C:32]([F:33])=[CH:31][CH:30]=[CH:29][C:3]=1[CH2:4][N:5]1[C:9]2=[N:10][C:11]([CH3:14])=[N:12][CH:13]=[C:8]2[C:7]([C:15]2[N:16]=[N:17][C:18]3[C:22]([CH3:28])([CH3:27])[C:23](=[O:25])[NH:39][C:19]=3[N:20]=2)=[N:6]1. Procedure: 160 mg (purity 89%, 0.313 mmol) of methyl 2-{3-[1-(2,3-difluorobenzyl)-6-methyl-1H-pyrazolo[3,4-d]pyrimidin-3-yl]-5-hydroxy-1,2,4-triazin-6-yl}-2-methylpropanoate were admixed with 4 ml (42.913 mmol) of phosphoryl chloride and the mixture was stirred at RT for 2.5 h. The reaction solution was diluted with 20 ml of dry acetonitrile and gradually added dropwise while cooling with ice to 40 ml of a 25% aqueous ammonia solution, and the mixture was stirred at RT for 1 h. The reaction mixture was con... Starting materials: CO (methanol), [O-]S(=O)S(=O)[O-].[Na+].[Na+] (Na2S2O4), [N+](=O)([O-])C=1C(=NC=CC1)NC1=CC=CC=C1 (3-nitro-N-phenylpyridin-2-amine), NC1=C(C=O)C=CC=N1 (2-aminonicotinaldehyde). Yields the product C1(=CC=C(C=C1)N1C(=NC=2C1=NC=CC2)C=2C(=NC=CC2)N)C (3-(3-p-tolyl-3H-imidazo[4,5-b]pyridine-2-yl)pyridine-2-amine). Run in CS(=O)C (dimethylsulfoxide), ClCCl (dichloromethane). Run at temperature 100 celsius. Reported procedure: 3-nitro-N-phenylpyridin-2-amine was dissolved in dimethylsulfoxide (4 mL) and methanol (2 mL) in a round bottom flask. 2-aminonicotinaldehyde 4 (77 mg, 1.1 eq.) was added and Na2S2O4 (274 mg). The reaction mixture was heated to 100° C. for 18 hours. After cooling to room temperature the reaction mixture was diluted with dichloromethane (50 mL) and washed with water and brine. The organic phase was separated and dried over Na2SO4. After filtration the solvent was removed under reduced pressure. T... RXN SMILES: [N+:1]([C:4]1[C:5]([NH:10][C:11]2[CH:16]=[CH:15][CH:14]=[CH:13][CH:12]=2)=[N:6][CH:7]=[CH:8][CH:9]=1)([O-])=O.[CH3:17]O.[NH2:19][C:20]1[N:27]=[CH:26][CH:25]=[CH:24][C:21]=1[CH:22]=O.[O-]S(S([O-])=O)=O.[Na+].[Na+]>CS(C)=O.ClCCl>[C:14]1([CH3:17])[CH:15]=[CH:16][C:11]([N:10]2[C:5]3=[N:6][CH:7]=[CH:8][CH:9]=[C:4]3[N:1]=[C:22]2[C:21]2[C:20]([NH2:19])=[N:27][CH:26]=[CH:25][CH:24]=2)=[CH:12][CH:13]=1 |f:3.4.5|. Reactants: C(C1=CC=CC=C1)(=O)N1C(NC2C1CCCC2)=O (3-benzoylperhydrobenzimidazol-2-one), [H-].[Na+] (sodium hydride), C(Cl)(Cl)Cl (chloroform), BrCCCCBr (1,4-dibromobutane). Run in CN(C=O)C (dimethylformamide). Reaction conditions: temperature 60 celsius, time 30 minute. Product: C(C1=CC=CC=C1)(=O)N1C(N(C2C1CCCC2)CCCCBr)=O (3-benzoyl-1-(4-bromobutyl)perhydrobenzimidazol-2-one). Isolated yield 39.5%. Reaction SMILES: [C:1]([N:9]1[CH:13]2[CH2:14][CH2:15][CH2:16][CH2:17][CH:12]2[NH:11][C:10]1=[O:18])(=[O:8])[C:2]1[CH:7]=[CH:6][CH:5]=[CH:4][CH:3]=1.[H-].[Na+].[Br:21][CH2:22][CH2:23][CH2:24][CH2:25]Br.C(Cl)(Cl)Cl>CN(C)C=O>[C:1]([N:9]1[CH:13]2[CH2:14][CH2:15][CH2:16][CH2:17][CH:12]2[N:11]([CH2:25][CH2:24][CH2:23][CH2:22][Br:21])[C:10]1=[O:18])(=[O:8])[C:2]1[CH:3]=[CH:4][CH:5]=[CH:6][CH:7]=1 |f:1.2|. Reported procedure: To a solution of 3-benzoylperhydrobenzimidazol-2-one (2.7 9, 10.0 mmoles) in 50 ml of dimethylformamide was added 60% sodium hydride (400 mg, 10.0 mmoles), and the mixture was stirred at 60° C. for 30 minutes. To this mixture having been cooled to room temperature was further added 1,4-dibromobutane (10.8 g, 50.0 mmoles), and the resulting mixture was stirred at 60° C. for 4 hours. After chloroform was added to the reaction, insolubles were removed by filtration, the filtrate was washed with wat...